Task: describe an organic reaction: reactants, conditions, products, and yield. Dataset: the Open Reaction Database (ORD), a public repository of structured organic reaction records Reactants: C(CN(CC(=O)O)CC(=O)O)N(CC(=O)O)CC(=O)O (EDTA), FC1=CC=C(C=C1)C1=C(C(=O)OC)C=CC(=C1)C=CCBr (methyl 2-(4-fluorophenyl)-4-(3-bromoprop-1-en-1-yl)benzoate), C(CCC)[Li] (n-Butyl lithium), CN1C=NC=C1 (N-methylimidazole), [Cu]C#N (copper (I) cyanide), [Cl-].[Li+] (lithium chloride). Reagents/catalysts: [I-].[Zn+2].[I-] (zinc iodide). The solvent is O (water), C1CCOC1 (THF), C1CCOC1 (THF), C1CCOC1 (THF). Reaction conditions: temperature -78 celsius, time 45 minute. The product is CN1C(=NC=C1)CC=CC1=CC(=C(C(=O)OC)C=C1)C1=CC=C(C=C1)F (methyl 4-[3-(1-methylimidazol-2-yl)prop-1-en-1-yl]-2-(4-fluorophenyl)benzoate). Yield: 71.0%. Reaction SMILES: C([Li])CCC.[CH3:6][N:7]1[CH:11]=[CH:10][N:9]=[CH:8]1.[Cu]C#N.[Cl-].[Li+].[F:17][C:18]1[CH:23]=[CH:22][C:21]([C:24]2[CH:33]=[C:32]([CH:34]=[CH:35][CH2:36]Br)[CH:31]=[CH:30][C:25]=2[C:26]([O:28][CH3:29])=[O:27])=[CH:20][CH:19]=1.C(N(CC(O)=O)CC(O)=O)CN(CC(O)=O)CC(O)=O>C1COCC1.O.[I-].[Zn+2].[I-]>[CH3:6][N:7]1[CH:11]=[CH:10][N:9]=[C:8]1[CH2:36][CH:35]=[CH:34][C:32]1[CH:31]=[CH:30][C:25]([C:26]([O:28][CH3:29])=[O:27])=[C:24]([C:21]2[CH:20]=[CH:19][C:18]([F:17])=[CH:23][CH:22]=2)[CH:33]=1 |f:3.4,9.10.11|. Procedure: 1H NMR (CDCl3, 400 MHz) δ: 3.65 (3H, m); 4.15 (2H, m); 6.1-6.2 and 6.4-6.7 (2H, m); 7-7.95 (7H, m). n-Butyl lithium (1.6 M solution in ether, 30 ml) was added at −78° C. and under argon atmosphere to a solution of N-methylimidazole (3.2 ml; 40 mmol). After stirring at −78° C. for 45 minutes, zinc iodide (14 g; 44 mmol) in solution in THF (100 ml) was added. The mixture was allowed to warm to ambient temperature for 1 hour, cooled down to −78° C., and a solution of copper (I) cyanide (0.72 g; 8 m... Starting materials: C(C)(C)[Si](S)(C(C)C)C(C)C (triisopropylsilanethiol), O1CCOCC1 (1,4-dioxane), [H-].[Li+] (lithium hydride), BrC1=CC(=CC(=C1)OC)OC (1-bromo-3,5-dimethoxy-benzene). Reagents/catalysts: C=1C=CC(=CC1)[P](C=2C=CC=CC2)(C=3C=CC=CC3)[Pd]([P](C=4C=CC=CC4)(C=5C=CC=CC5)C=6C=CC=CC6)([P](C=7C=CC=CC7)(C=8C=CC=CC8)C=9C=CC=CC9)[P](C=1C=CC=CC1)(C=1C=CC=CC1)C=1C=CC=CC1 (tetrakis(triphenylphosphine)palladium(0)). Run in C(Cl)Cl (DCM). Conditions: temperature 60 celsius, time 10 minute. The product is COC=1C=C(C=C(C1)OC)S[Si](C(C)C)(C(C)C)C(C)C ((3,5-Dimethoxy-phenylsulfanyl)-triisopropyl-silane). As a reaction SMILES: [CH:1]([Si:4]([CH:9]([CH3:11])[CH3:10])([CH:6]([CH3:8])[CH3:7])[SH:5])([CH3:3])[CH3:2].O1CCOCC1.[H-].[Li+].Br[C:21]1[CH:26]=[C:25]([O:27][CH3:28])[CH:24]=[C:23]([O:29][CH3:30])[CH:22]=1>C(Cl)Cl.C1C=CC([P]([Pd]([P](C2C=CC=CC=2)(C2C=CC=CC=2)C2C=CC=CC=2)([P](C2C=CC=CC=2)(C2C=CC=CC=2)C2C=CC=CC=2)[P](C2C=CC=CC=2)(C2C=CC=CC=2)C2C=CC=CC=2)(C2C=CC=CC=2)C2C=CC=CC=2)=CC=1>[CH3:28][O:27][C:25]1[CH:26]=[C:21]([S:5][Si:4]([CH:1]([CH3:3])[CH3:2])([CH:6]([CH3:8])[CH3:7])[CH:9]([CH3:11])[CH3:10])[CH:22]=[C:23]([O:29][CH3:30])[CH:24]=1 |f:2.3,^1:37,39,58,77|. Reported procedure: To a solution of triisopropylsilanethiol (0.49 g, 2.6 mmol) in 1,4-dioxane (5 mL, 60 mmol) was added lithium hydride (23 mg, 2.9 mmol). After 10 minutes, 1-bromo-3,5-dimethoxy-benzene (500 mg, 2 mmol) and tetrakis(triphenylphosphine)palladium(0) (270 mg, 0.23 mmol) were added and the reaction mixture was heated to 60° C. for 16 h. The reaction mixture was diluted with DCM, filtered and concentrated. The resulting residue was dissolved in DCM and purified using silica gel chromatographie (40 g si... The reactants are CC(C)(C)C(=O)Nc1cnc(C(=O)CBr)cn1, O=C([O-])O, CC(=O)[O-], CC(=O)O, CCOC(C)=O, [Na+], [Na+], CN(C)C=O. Product: CC(=O)OCC(=O)c1cnc(NC(=O)C(C)(C)C)cn1. As a reaction SMILES: [Br:15][CH2:16][C:17](=[O:18])[c:19]1[n:20][cH:21][c:22]([NH:25][C:26]([C:27]([CH3:28])([CH3:29])[CH3:30])=[O:31])[n:23][cH:24]1.[C:38](=[O:39])([OH:40])[O-:41].[CH3:11][C:12](=[O:13])[O-:14].[CH3:1][C:2]([OH:3])=[O:4].[CH3:32][CH2:33][O:34][C:35](=[O:36])[CH3:37].[Na+:10].[Na+:42].[O:5]=[CH:6][N:7]([CH3:8])[CH3:9]>>[CH3:1][C:2](=[O:3])[O:4][CH2:16][C:17](=[O:18])[c:19]1[n:20][cH:21][c:22]([NH:25][C:26]([C:27]([CH3:28])([CH3:29])[CH3:30])=[O:31])[n:23][cH:24]1. Reactants: [H-].[Na+] (sodium hydride), C1(=CC=CC=C1)CCCCCC(=O)Cl (6-phenylhexanoyl chloride), C1(=CC=CC=C1)CCCCCC(=O)Cl (6-phenylhexanoyl chloride), C(C1=CC=CC=C1)SC1CC(N1CC(=O)N)=O ((4-benzylthio-2-oxoazetidin-1-yl)acetamide), [Na] (sodium), ice brine. Solvent: C1CCOC1 (THF), C1CCOC1 (THF), C1CCOC1 (THF), C1CCOC1 (THF). Run at temperature -10 celsius, time 10 minute. Yields the product C1(=CC=CC=C1)CCCCCC(=O)NC(CN1C(CC1SCC1=CC=CC=C1)=O)=O (N-(6-Phenylhexanoyl)-(4-benzylthio-2-oxoazetidin-yl)acetamide). The yield is 20.6%. RXN SMILES: [CH2:1]([S:8][CH:9]1[N:12]([CH2:13][C:14]([NH2:16])=[O:15])[C:11](=[O:17])[CH2:10]1)[C:2]1[CH:7]=[CH:6][CH:5]=[CH:4][CH:3]=1.[Na].[C:19]1([CH2:25][CH2:26][CH2:27][CH2:28][CH2:29][C:30](Cl)=[O:31])[CH:24]=[CH:23][CH:22]=[CH:21][CH:20]=1.[H-].[Na+]>C1COCC1>[C:19]1([CH2:25][CH2:26][CH2:27][CH2:28][CH2:29][C:30]([NH:16][C:14](=[O:15])[CH2:13][N:12]2[CH:9]([S:8][CH2:1][C:2]3[CH:3]=[CH:4][CH:5]=[CH:6][CH:7]=3)[CH2:10][C:11]2=[O:17])=[O:31])[CH:24]=[CH:23][CH:22]=[CH:21][CH:20]=1 |f:3.4,^1:17|. Procedure: A solution of (4-benzylthio-2-oxoazetidin-1-yl)acetamide (0.63 g, 2.52 mmol) in dry THF (15 ml) was added to a suspension of sodium hyride (60% in oil, 0.10 g, 2.5 mmol) in dry THF at -10° C. under a nitrogen atmosphere. The reaction was stirred at -10° C. for 10 minutes and was then treated with a solution of 6-phenylhexanoyl chloride (0.58 g, 2.75 mmol) in dry THF (5 ml) dropwise over 2 minutes maintaining the temperature at -10° C. The cooling bath was removed an after stirring for 60 minutes... Starting materials: ClC1=C(C(=CC(=C1)OC)Cl)C=1N=C(SC1)N (4-(2,6-dichloro-4-methoxyphenyl)thiazol-2-ylamine), Cl.C(C1=CC=NC=C1)(=O)Cl (isonicotinoyl chloride hydrochloride). Reagents/catalysts: CN(C)C=1C=CN=CC1 (DMAP). Run in C(Cl)Cl (CH2Cl2). Reaction conditions: time 8 hour. Yields the product ClC1=C(C(=CC(=C1)OC)Cl)C=1N=C(SC1)NC(C1=CC=NC=C1)=O (N-(4-(2,6-dichloro-4-methoxyphenyl)thiazol-2-yl)isonicotinamide). The yield is 36.1%. Reaction SMILES: [Cl:1][C:2]1[CH:7]=[C:6]([O:8][CH3:9])[CH:5]=[C:4]([Cl:10])[C:3]=1[C:11]1[N:12]=[C:13]([NH2:16])[S:14][CH:15]=1.Cl.[C:18](Cl)(=[O:25])[C:19]1[CH:24]=[CH:23][N:22]=[CH:21][CH:20]=1>C(Cl)Cl.CN(C1C=CN=CC=1)C>[Cl:10][C:4]1[CH:5]=[C:6]([O:8][CH3:9])[CH:7]=[C:2]([Cl:1])[C:3]=1[C:11]1[N:12]=[C:13]([NH:16][C:18](=[O:25])[C:19]2[CH:24]=[CH:23][N:22]=[CH:21][CH:20]=2)[S:14][CH:15]=1 |f:1.2|. Reported procedure: To a solution of 4-(2,6-dichloro-4-methoxyphenyl)thiazol-2-ylamine (10-5, 0.10 g, 0.36 mmol) in CH2Cl2 (10 mL) was added DMAP (88 mg, 0.72 mmol) followed by isonicotinoyl chloride hydrochloride (83 mg, 0.47 mmol). The reaction mixture was stirred at room temperature overnight. The solution was concentrated under reduced pressure and added with water. The resultant precipitate was collected and recrystallized in toluene to give N-(4-(2,6-dichloro-4-methoxyphenyl)thiazol-2-yl)isonicotinamide (50 m... The reactants are C(CCC)N=C=O (butylisocyanate), NCCC1=CC=C(C=C1)C(C)(C)NCCCN1C=NC=C1 (N-{1-[4-(2-aminoethyl)phenyl]-1-methylethyl}-3-(imidazol-1-yl)propylamine). The solvent is ClCCl (dichloromethane), ClCCl (dichloromethane). Yields the product C(CCC)NC(=O)NCCC1=CC=C(C=C1)C(C)(C)NCCCN1C=NC=C1 (N-butyl-N′-[2-(4-{1-[3-(imidazol-1-yl)propylamino]-1-methylethyl}phenyl)ethyl]urea). As a reaction SMILES: [CH2:1]([N:5]=[C:6]=[O:7])[CH2:2][CH2:3][CH3:4].[NH2:8][CH2:9][CH2:10][C:11]1[CH:16]=[CH:15][C:14]([C:17]([NH:20][CH2:21][CH2:22][CH2:23][N:24]2[CH:28]=[CH:27][N:26]=[CH:25]2)([CH3:19])[CH3:18])=[CH:13][CH:12]=1>ClCCl>[CH2:1]([NH:5][C:6]([NH:8][CH2:9][CH2:10][C:11]1[CH:16]=[CH:15][C:14]([C:17]([NH:20][CH2:21][CH2:22][CH2:23][N:24]2[CH:28]=[CH:27][N:26]=[CH:25]2)([CH3:19])[CH3:18])=[CH:13][CH:12]=1)=[O:7])[CH2:2][CH2:3][CH3:4]. Procedure: A solution of butylisocyanate (0.17 g) in dichloromethane was added to a solution of N-{1-[4-(2-aminoethyl)phenyl]-1-methylethyl}-3-(imidazol-1-yl)propylamine (0.5 g) in dichloromethane (7 ml). The mixture was boiled under reflux for 30 minutes and then the solvent removed under reduced pressure. The residue was purified by flash chromatography on silica using methanol as the mobile phase to give N-butyl-N′-[2-(4-{1-[3-(imidazol-1-yl)propylamino]-1-methylethyl}phenyl)ethyl]urea as an oil. Reactants: Cc1ccc2c(C(=O)O)cccc2c1, O=S(Cl)Cl. The product is Cc1ccc2c(C(=O)Cl)cccc2c1. As a reaction SMILES: [CH3:1][c:2]1[cH:3][c:4]2[cH:5][cH:6][cH:7][c:8]([C:12](=[O:13])[OH:14])[c:9]2[cH:10][cH:11]1.[S:15]([Cl:16])([Cl:17])=[O:18]>>[CH3:1][c:2]1[cH:3][c:4]2[cH:5][cH:6][cH:7][c:8]([C:12](=[O:14])[Cl:17])[c:9]2[cH:10][cH:11]1.